This data is from the Open Reaction Database (ORD), a public repository of structured organic reaction records. The task is: describe an organic reaction: reactants, conditions, products, and yield Reactants: CCOC(=O)CC(C(C)=O)C(C)=O, CCO, Cl, O=N[O-], Nc1ccc(-n2ncnn2)cc1, [Na+], O, c1ccncc1. The product is CCOC(=O)CC(NNc1ccc(-n2ncnn2)cc1)C(C)=O. RXN SMILES: [C:18]([CH3:19])(=[O:20])[CH:21]([CH2:22][C:23](=[O:24])[O:25][CH2:26][CH3:27])[C:28](=[O:29])[CH3:30].[CH3:31][CH2:32][OH:33].[ClH:13].[N:14]([O-:15])=[O:16].[NH2:1][c:2]1[cH:3][cH:4][c:5](-[n:8]2[n:9][cH:10][n:11][n:12]2)[cH:6][cH:7]1.[Na+:17].[OH2:40].[cH:34]1[cH:35][cH:36][n:37][cH:38][cH:39]1>>[NH:1]([c:2]1[cH:3][cH:4][c:5](-[n:8]2[n:9][cH:10][n:11][n:12]2)[cH:6][cH:7]1)[NH:14][CH:21]([C:18]([CH3:19])=[O:20])[CH2:22][C:23](=[O:24])[O:25][CH2:26][CH3:27]. Reactants: COC1=C(C=CC=C1)C=1C=C2[C@H]3[C@@H](N4C2=C(C1)OCC4)CCNC3 ((6bR,10aS)-5-(2-methoxyphenyl)-1,2,6b,7,8,9,10,10a-octahydro[1,4]oxazino[2,3,4-hi]pyrido[4,3-b]indole), solution, B(Br)(Br)Br (BBr3). The solvent is C(Cl)Cl (CH2Cl2), C(Cl)Cl (CH2Cl2). Run at temperature 20 celsius, time 16 hour. Yields the product C1COC=2C=C(C=C3[C@H]4[C@@H](N1C23)CCNC4)C4=C(C=CC=C4)O (2-[(6bR,10aS)-1,2,6b,7,8,9,10,10a-octahydro[1,4]oxazino[2,3,4-hi]pyrido[4,3-b]indole-5-yl]phenol). The yield is 54.0%. As a reaction SMILES: C[O:2][C:3]1[CH:8]=[CH:7][CH:6]=[CH:5][C:4]=1[C:9]1[CH:10]=[C:11]2[C:15]3=[C:16]([O:18][CH2:19][CH2:20][N:14]3[C@H:13]3[CH2:21][CH2:22][NH:23][CH2:24][C@@H:12]23)[CH:17]=1.B(Br)(Br)Br>C(Cl)Cl>[CH2:20]1[N:14]2[C:15]3[C:11]([C@@H:12]4[CH2:24][NH:23][CH2:22][CH2:21][C@@H:13]42)=[CH:10][C:9]([C:4]2[CH:5]=[CH:6][CH:7]=[CH:8][C:3]=2[OH:2])=[CH:17][C:16]=3[O:18][CH2:19]1. Procedure: To a solution of (6bR,10aS)-5-(2-methoxyphenyl)-1,2,6b,7,8,9,10,10a-octahydro[1,4]oxazino[2,3,4-hi]pyrido[4,3-b]indole (20 mg, 0.06 mmol) in CH2Cl2 (4 mL) under N2 was added a 0.91 M solution of BBr3 in CH2Cl2 (0.41 mL, 0.37 mmol). The reaction mixture was stirred at 20° C. for 16 h, and then quenched with water (1 mL). The aqueous layer was basified with 1 N NaOH to pH 7, and the reaction mixture was extracted with CH2Cl2 (3×30 mL). The organic solution was then dried over MgSO4 and concentrate... Reactants: ClC1=NC(=C(C(=N1)OC=1C=C(COC(C)=O)C=C(C1)C)C(C)C)Cl (Acetic acid 3-(2,6-dichloro-5-isopropyl-pyrimidin-4-yloxy)-5-methyl-benzyl ester), [OH-].[Li+] (lithium hydroxide). Run in C1CCOC1 (THF). Reaction conditions: time 23 hour. The product is ClC1=NC(=C(C(=N1)OC=1C=C(C=C(C1)C)CO)C(C)C)Cl ([3-(2,6-Dichloro-5-isopropyl-pyrimidin-4-yloxy)-5-methyl-phenyl]-methanol). The yield is 65.9%. RXN SMILES: [Cl:1][C:2]1[N:7]=[C:6]([O:8][C:9]2[CH:10]=[C:11]([CH:17]=[C:18]([CH3:20])[CH:19]=2)[CH2:12][O:13]C(=O)C)[C:5]([CH:21]([CH3:23])[CH3:22])=[C:4]([Cl:24])[N:3]=1.[OH-].[Li+]>C1COCC1>[Cl:1][C:2]1[N:7]=[C:6]([O:8][C:9]2[CH:10]=[C:11]([CH2:12][OH:13])[CH:17]=[C:18]([CH3:20])[CH:19]=2)[C:5]([CH:21]([CH3:22])[CH3:23])=[C:4]([Cl:24])[N:3]=1 |f:1.2|. Procedure: To a stirred solution of (4) (5 g, 13.54 mmol) in THF (20 ml) at room temperature, was added lithium hydroxide (649 mg, 27 mmol) followed by distilled water (20 ml). After stirring for 23 hr., THF was removed in vacuo and the residue was partitioned between dichloromethane and water. The organic layer was taken, dried with anhydrous magnesium sulfate, filtered, and evaporated in vacuo. The residue was purified by silica gel column chromatography (eluent, ether: hexanes (from 1:4 to 1:1)) to affo... The reactants are NC=1C=C2C(C(NC2=CC1N)=O)(C)C (5,6-diamino-3,3-dimethylindolin-2-one), C(=O)O (formic acid), C(=O)O (formic acid). Yields the product CC1(C(NC2=CC3=C(N=CN3)C=C21)=O)C (7,7-Dimethyl-6,7-dihydro-3H,5H-pyrrolo[2,3-f]-benzimidazol-6-one). RXN SMILES: [NH2:1][C:2]1[CH:3]=[C:4]2[C:8](=[CH:9][C:10]=1[NH2:11])[NH:7][C:6](=[O:12])[C:5]2([CH3:14])[CH3:13].[CH:15](O)=O>>[CH3:13][C:5]1([CH3:14])[C:4]2[C:8](=[CH:9][C:10]3[NH:11][CH:15]=[N:1][C:2]=3[CH:3]=2)[NH:7][C:6]1=[O:12]. Procedure: 288 mg. (1.51 mmole) 5,6-diamino-3,3-dimethylindolin-2-one and 66 mg. (1.43 mmole) formic acid are heated for 1 hour at 100° C. After the addition of a further 24 mg. (0.52 mmole) formic acid, the reaction mixture is further heated to 100° C. for 60 minutes. Thereafter, trituration is carried out with 0.5 ml. amounts of diethyl ether, followed by suction filtration. There are obtained 277 mg. (91% of theory) of the title compound in the form of pale crystals; m.p. 278°-280° C.